From a dataset of the Open Reaction Database (ORD), a public repository of structured organic reaction records. describe an organic reaction: reactants, conditions, products, and yield Reactants: CC[SiH](CC)CC, ClCCl, O=C(O)C(CSC(c1ccccc1)(c1ccccc1)c1ccccc1)NC(c1ccc(F)cc1)C(F)(F)C(F)(F)F, O=C(O)C(F)(F)F. Yields the product O=C(O)C(CS)NC(c1ccc(F)cc1)C(F)(F)C(F)(F)F. RXN SMILES: [CH2:42]([SiH:43]([CH2:44][CH3:45])[CH2:46][CH3:47])[CH3:48].[Cl:56][CH2:57][Cl:58].[F:1][C:2]([CH:3]([c:4]1[cH:5][cH:6][c:7]([F:10])[cH:8][cH:9]1)[NH:11][CH:12]([C:13](=[O:14])[OH:15])[CH2:16][S:17][C:18]([c:19]1[cH:20][cH:21][cH:22][cH:23][cH:24]1)([c:25]1[cH:26][cH:27][cH:28][cH:29][cH:30]1)[c:31]1[cH:32][cH:33][cH:34][cH:35][cH:36]1)([C:37]([F:38])([F:39])[F:40])[F:41].[F:49][C:50]([F:51])([F:52])[C:53]([OH:54])=[O:55]>>[F:1][C:2]([CH:3]([c:4]1[cH:5][cH:6][c:7]([F:10])[cH:8][cH:9]1)[NH:11][CH:12]([C:13](=[O:14])[OH:15])[CH2:16][SH:17])([C:37]([F:38])([F:39])[F:40])[F:41]. Starting materials: CC1CN(C(=O)OCc2ccccc2)CCN1C(=O)OC(C)(C)C, CO. The product is CC1CNCCN1C(=O)OC(C)(C)C. Reaction SMILES: [CH3:1][CH:2]1[N:3]([C:18](=[O:19])[O:20][C:21]([CH3:22])([CH3:23])[CH3:24])[CH2:4][CH2:5][N:6]([C:8]([O:9][CH2:10][c:11]2[cH:12][cH:13][cH:14][cH:15][cH:16]2)=[O:17])[CH2:7]1.[CH3:25][OH:26]>>[CH3:1][CH:2]1[N:3]([C:18](=[O:19])[O:20][C:21]([CH3:22])([CH3:23])[CH3:24])[CH2:4][CH2:5][NH:6][CH2:7]1.